This data is from the Open Reaction Database (ORD), a public repository of structured organic reaction records. The task is: describe an organic reaction: reactants, conditions, products, and yield Starting materials: O=C([O-])[O-], CC(=O)O, CCOC(C)=O, NCc1ccc(Cc2ccc(Cl)o2)cc1, [K+], [K+], O=N[O-], [Na+], O. Yields the product OCc1ccc(Cc2ccc(Cl)o2)cc1. RXN SMILES: [C:24](=[O:25])([O-:26])[O-:27].[CH3:16][C:17]([OH:18])=[O:19].[CH3:30][CH2:31][O:32][C:33](=[O:34])[CH3:35].[Cl:1][c:2]1[cH:3][cH:4][c:5]([CH2:7][c:8]2[cH:9][cH:10][c:11]([CH2:12][NH2:13])[cH:14][cH:15]2)[o:6]1.[K+:28].[K+:29].[N:20]([O-:21])=[O:22].[Na+:23].[OH2:36]>>[Cl:1][c:2]1[cH:3][cH:4][c:5]([CH2:7][c:8]2[cH:9][cH:10][c:11]([CH2:12][OH:18])[cH:14][cH:15]2)[o:6]1. Reactants: C(=O)C=C (acrolein), O (water), C1(=CC=CC=C1)S(=O)(=O)N1C=CC2=CC=CC=C12 (1-(phenylsulfonyl)indole), C(CCC)[Li] (n-butyllithium). The solvent is C1CCOC1 (THF), O1CCCC1 (tetrahydrofuran). Conditions: temperature 10 celsius, time 4 hour. Yields the product C1(=CC=CC=C1)S(=O)(=O)N1C(=CC2=CC=CC=C12)C(C=C)O (1-(1-Benzenesulfonyl-1H-indol-2-yl)-allyl Alcohol). As a reaction SMILES: [C:1]1([S:7]([N:10]2[C:18]3[C:13](=[CH:14][CH:15]=[CH:16][CH:17]=3)[CH:12]=[CH:11]2)(=[O:9])=[O:8])[CH:6]=[CH:5][CH:4]=[CH:3][CH:2]=1.C([Li])CCC.[CH:24]([CH:26]=[CH2:27])=[O:25].O>O1CCCC1>[C:1]1([S:7]([N:10]2[C:18]3[C:13](=[CH:14][CH:15]=[CH:16][CH:17]=3)[CH:12]=[C:11]2[CH:24]([OH:25])[CH:26]=[CH2:27])(=[O:9])=[O:8])[CH:2]=[CH:3][CH:4]=[CH:5][CH:6]=1. Procedure details: 10.3 g (40 mmol) of 1-(phenylsulfonyl)indole (synthesized analogous to T. Sakamoto; Y. Kondo; N. Takazawa; H. Yamanaka; J. Chem.Soc.Perkin Trans. 1; 16; 1996; 1927–1934) in 110 ml tetrahydrofuran were cooled to −20° C. To the stirred solution 30 ml of 1.6 M n-butyllithium were added at −20° C. within 20 min. The resulting suspension was warmed to 10° C. and stirred at 10° C. for 4 hours. The mixture was again cooled to −20° C. and a solution of 3.4 g acrolein (61 mmol) in 20 ml THF was added dro... Starting materials: C(#N)C1=C(C(=C(C(=C1F)F)NS(=O)(=O)C)F)F (4-cyano-2,3,5,6-tetrafluoro-1-methanesulfonylaminobenzene), Cl (hydrochloric acid). Reagents/catalysts: [Pd] (palladium/carbon). Solvent: CO (methanol), CCOCC (ether). Run at time 1 hour. Product: Cl.FC1=C(CN)C(=C(C(=C1F)NS(=O)(=O)C)F)F (2,3,5,6-tetrafluoro-4-methanesulfonylaminobenzylamine hydrochloride). Isolated yield 59.0%. Reaction SMILES: [C:1]([C:3]1[C:8]([F:9])=[C:7]([F:10])[C:6]([NH:11][S:12]([CH3:15])(=[O:14])=[O:13])=[C:5]([F:16])[C:4]=1[F:17])#[N:2].[ClH:18]>CO.CCOCC.[Pd]>[ClH:18].[F:17][C:4]1[C:5]([F:16])=[C:6]([NH:11][S:12]([CH3:15])(=[O:14])=[O:13])[C:7]([F:10])=[C:8]([F:9])[C:3]=1[CH2:1][NH2:2] |f:5.6|. Procedure details: 4-cyano-2,3,5,6-tetrafluoro-1-methanesulfonylaminobenzene (11 mg) prepared in Step 1 was dissolved in methanol (5 ml) and to the solution were added a catalytic amount of 10% palladium/carbon and concentrated hydrochloric acid (300 μl), followed by stirring at room temperature under hydrogen gas atmosphere for 1 hour. The resulting mixture was diluted in ether, filtered through celite, concentrated under reduced pressure, and then washed with ethyl acetate to yield 2,3,5,6-tetrafluoro-4-methanes... Reactants: N1=CC=CC(=C1)[C@H]1N(C)CCC1 ((S)-nicotine), BrCCCCCCC1CCCCC1 ((6-bromo-hexyl)-cyclohexane). Run in CC(=O)O (AcOH). The product is Br.[Br-].C1(CCCCC1)CCCCCC[N+]1=CC(=CC=C1)[C@H]1N(CCC1)C ((S)-1-(6-cyclohexyl-hexyl)-3-(1-methyl-pyrrolidin-2-yl)-pyridinium bromide hydrobromide salt). The yield is 63.3%. RXN SMILES: [N:1]1[CH:6]=[C:5]([C@@H:7]2[CH2:12][CH2:11][CH2:10][N:8]2[CH3:9])[CH:4]=[CH:3][CH:2]=1.[Br:13][CH2:14][CH2:15][CH2:16][CH2:17][CH2:18][CH2:19][CH:20]1[CH2:25][CH2:24][CH2:23][CH2:22][CH2:21]1>CC(O)=O>[BrH:13].[Br-:13].[CH:20]1([CH2:19][CH2:18][CH2:17][CH2:16][CH2:15][CH2:14][N+:1]2[CH:2]=[CH:3][CH:4]=[C:5]([C@@H:7]3[CH2:12][CH2:11][CH2:10][N:8]3[CH3:9])[CH:6]=2)[CH2:25][CH2:24][CH2:23][CH2:22][CH2:21]1 |f:3.4.5|. Reported procedure: To a stirred solution of (S)-nicotine (0.31 g, 1.9 mmol) in AcOH (8 ml) was added (6-bromo-hexyl)-cyclohexane (1.15 g, 4.65 mmol). The mixture was heated at reflux for 3 days. AcOH was evaporated and the residue was recrystallized in ethyl acetate-CHCl3 to afford (S)-1-(6-cyclohexyl-hexyl)-3-(1-methyl-pyrrolidin-2-yl)-pyridinium bromide hydrobromide salt (NCyNB-6) (0.59 g, 63%) as hygroscopic white crystals: 1H NMR (300 MHz, CDCl3) δ 11.71 (1H, s), 10.44 (1H, s), 9.58 (1H, d, J=8.1 Hz), 9.04 (1H... Reactants: C(C)(C)(C)OC(CC1CCN(C(C2=C1C=CC=C2)=O)CC(=O)O)=O ([5-(2-tert-Butoxy-2-oxoethyl)-1-oxo-1,3,4,5-tetrahydro-2H-2-benzazepin-2-yl]acetic acid), NC[C@@H]1CC[C@H](CC1)NC1=NC2=C(N1)C=CC=C2 (trans-N-[4-(Aminomethyl)cyclohexyl]-1H-benzimidazole-2-amine). Product: N1C(=NC2=C1C=CC=C2)NC2CCC(CC2)CNC(CN2C(C1=C(C(CC2)CC(=O)OC(C)(C)C)C=CC=C1)=O)=O (tert-Butyl {2-[2-({[4-(1H-benzimidazol-2-ylamino)cyclohexyl]methyl}amino)-2-oxoethyl]-1-oxo-2,3,4,5-tetrahydro-1H-2-benzazepin-5-yl}acetate). RXN SMILES: [C:1]([O:5][C:6](=[O:24])[CH2:7][CH:8]1[C:14]2[CH:15]=[CH:16][CH:17]=[CH:18][C:13]=2[C:12](=[O:19])[N:11]([CH2:20][C:21]([OH:23])=O)[CH2:10][CH2:9]1)([CH3:4])([CH3:3])[CH3:2].[NH2:25][CH2:26][C@H:27]1[CH2:32][CH2:31][C@H:30]([NH:33][C:34]2[NH:38][C:37]3[CH:39]=[CH:40][CH:41]=[CH:42][C:36]=3[N:35]=2)[CH2:29][CH2:28]1>>[NH:35]1[C:36]2[CH:42]=[CH:41][CH:40]=[CH:39][C:37]=2[N:38]=[C:34]1[NH:33][CH:30]1[CH2:29][CH2:28][CH:27]([CH2:26][NH:25][C:21](=[O:23])[CH2:20][N:11]2[CH2:10][CH2:9][CH:8]([CH2:7][C:6]([O:5][C:1]([CH3:3])([CH3:4])[CH3:2])=[O:24])[C:14]3[CH:15]=[CH:16][CH:17]=[CH:18][C:13]=3[C:12]2=[O:19])[CH2:32][CH2:31]1. Procedure details: Analogously to Example V, compound 3 was reacted with 0.57 g (1.8 mmol) of compound 7 and the mixture was purified; 0.5 g of white amorphous powder; ESI-MS [M+H+]: 560. The reactants are [Cl-].C(C)(C)(C)OC(=O)NNC(=O)CC1=CC=C(C[P+](C2=CC=CC=C2)(C2=CC=CC=C2)C2=CC=CC=C2)C=C1 ({4-[2-(tert-Butoxycarbonyl)hydrazinocarbonylmethyl]benzyl}(triphenyl)phosphonium chloride), C(=O)C1=CC=C(S1)NC(C)=O (N-(5-formylthiophen-2-yl)acetamide), [Cl-].[NH4+] (ammonium chloride), C(CCC)[Li] (n-Butyllithium). The solvent is O1CCCC1 (tetrahydrofuran), O1CCCC1 (tetrahydrofuran). Run at temperature 0 celsius, time 2 hour. Yields the product C(C)(=O)NC1=CC=C(S1)C=CC1=CC=C(C=C1)CC(=O)NNC(=O)OC(C)(C)C (tert-butyl 2-({4-[2-(5-acetylaminothiophen-2-yl)vinyl]phenyl}acetyl)hydrazinecarboxylate). The yield is 28.0%. Reaction SMILES: [Cl-].[C:2]([O:6][C:7]([NH:9][NH:10][C:11]([CH2:13][C:14]1[CH:39]=[CH:38][C:17]([CH2:18][P+](C2C=CC=CC=2)(C2C=CC=CC=2)C2C=CC=CC=2)=[CH:16][CH:15]=1)=[O:12])=[O:8])([CH3:5])([CH3:4])[CH3:3].C([Li])CCC.[CH:45]([C:47]1[S:51][C:50]([NH:52][C:53](=[O:55])[CH3:54])=[CH:49][CH:48]=1)=O.[Cl-].[NH4+]>O1CCCC1>[C:53]([NH:52][C:50]1[S:51][C:47]([CH:45]=[CH:18][C:17]2[CH:16]=[CH:15][C:14]([CH2:13][C:11]([NH:10][NH:9][C:7]([O:6][C:2]([CH3:3])([CH3:4])[CH3:5])=[O:8])=[O:12])=[CH:39][CH:38]=2)=[CH:48][CH:49]=1)(=[O:55])[CH3:54] |f:0.1,4.5|. Procedure details: {4-[2-(tert-Butoxycarbonyl)hydrazinocarbonylmethyl]benzyl}(triphenyl)phosphonium chloride (2.97 g, 5.29 mmol) was suspended in anhydrous tetrahydrofuran (8 ml), and cooled to −78° C. n-Butyllithium (1.6M-hexane solution, 3.3 ml, 5.3 mmol) was added dropwise, and the mixture was stirred at −78° C. for 15 mins and at 0° C. for 2 hrs. A solution of N-(5-formylthiophen-2-yl)acetamide (280 mg, 1.65 mmol) in anhydrous tetrahydrofuran (2 ml) was added dropwise, and the mixture was warmed to room temper... Run in C(C)(=O)OCC (ethyl acetate). As a reaction SMILES: [OH:1][CH2:2][CH2:3][NH:4][C:5]1[CH:23]=[CH:22][C:8]([NH:9][CH:10]=[C:11]([C:17]([O:19][CH2:20][CH3:21])=[O:18])[C:12]([O:14][CH2:15][CH3:16])=[O:13])=[CH:7][CH:6]=1.[C:24](N1C=CN=C1)(N1C=CN=C1)=[O:25].C1(C)C=CC=CC=1.P([O-])([O-])([O-])=O>C(OCC)(=O)C>[O:25]=[C:24]1[N:4]([C:5]2[CH:6]=[CH:7][C:8]([NH:9][CH:10]=[C:11]([C:17]([O:19][CH2:20][CH3:21])=[O:18])[C:12]([O:14][CH2:15][CH3:16])=[O:13])=[CH:22][CH:23]=2)[CH2:3][CH2:2][O:1]1. The reactants are P(=O)([O-])([O-])[O-] (phosphate), OCCNC1=CC=C(NC=C(C(=O)OCC)C(=O)OCC)C=C1 (diethyl 2-({4-[(2-hydroxyethyl)amino]anilino}methylene)-malonate), C(=O)(N1C=NC=C1)N1C=NC=C1 (1,1'-carbonyldiimidazole), C1(=CC=CC=C1)C (toluene). Procedure details: To a flask containing diethyl 2-({4-[(2-hydroxyethyl)amino]anilino}methylene)-malonate (0.48 g) and 1,1'-carbonyldiimidazole (0.32 g) is added toluene (15 mL). The reaction mixture is heated to reflux under an argon atmosphere overnight. The reaction mixture is cooled to room temperatue and partioned between ethyl acetate and phosphate buffer (pH=7, 1M). The phases are separated and the aqueous layer is extracted with two additional portions of ethyl acetate. The combined organic layers are wash... The yield is 88.7%. The product is O=C1OCCN1C1=CC=C(NC=C(C(=O)OCC)C(=O)OCC)C=C1 (diethyl 2-{[4-(2-oxo-1,3-oxazolidin-3-yl)anilino]methylene}malonate). Starting materials: C(CCC)[Li] (n-Butyllithium), BrC1=CC=C(N(C)C)C=C1 (4-bromo-N,N-dimethylaniline), CN(C(CCCCCC)=O)OC (N-methyl-N-methoxyheptanamide). The solvent is C1CCOC1 (THF), C1CCOC1 (THF). Run at time 1 hour. The product is EtOAc hexanes, CN(C1=CC=C(C=C1)C(CCCCCC)=O)C (1-(4-dimethylaminophenyl)heptan-1-one). Yield: 48.2%. As a reaction SMILES: C([Li])CCC.Br[C:7]1[CH:15]=[CH:14][C:10]([N:11]([CH3:13])[CH3:12])=[CH:9][CH:8]=1.CN(OC)[C:18](=[O:25])[CH2:19][CH2:20][CH2:21][CH2:22][CH2:23][CH3:24]>C1COCC1>[CH3:12][N:11]([CH3:13])[C:10]1[CH:14]=[CH:15][C:7]([C:18](=[O:25])[CH2:19][CH2:20][CH2:21][CH2:22][CH2:23][CH3:24])=[CH:8][CH:9]=1. Reported procedure: n-Butyllithium (2.5 M in hexanes, 51 mL, 127 mmol) was added dropwise to 4-bromo-N,N-dimethylaniline (23.1 g, 115 mmol, Aldrich Chemical Co.) in anhydrous THF at -78° C. After 10 min. a solution of N-methyl-N-methoxyheptanamide (10.0 g, 57.7 mmol) in 20 mL THF was added dropwise via canula. The reaction was allowed to proceed 1 hr., then quenched with 1 N aq. HCl and carefully poured into sat. NaHCO3. The aqueous layer was extracted with ethyl ether, and the combined organic fraction was washed ...